The task is: describe an organic reaction: reactants, conditions, products, and yield. This data is from the Open Reaction Database (ORD), a public repository of structured organic reaction records. The reactants are C(C)(=O)Cl (acetyl chloride), OC(C(=O)O)CC1=CC=CC=C1 ((RS)-2-hydroxy-3-phenyl propanoic acid). The product is C(C)(=O)OC(C(=O)O)CC1=CC=CC=C1 ((RS)-2-acetyloxy-3-phenyl propanoic acid). Isolated yield 100.4%. RXN SMILES: [C:1](Cl)(=[O:3])[CH3:2].[OH:5][CH:6]([CH2:10][C:11]1[CH:16]=[CH:15][CH:14]=[CH:13][CH:12]=1)[C:7]([OH:9])=[O:8]>>[C:1]([O:5][CH:6]([CH2:10][C:11]1[CH:16]=[CH:15][CH:14]=[CH:13][CH:12]=1)[C:7]([OH:9])=[O:8])(=[O:3])[CH3:2]. Procedure: 4.83 g (61.53 mmol) of acetyl chloride are added to 8.88 g (53.49 mmol) of (RS)-2-hydroxy-3-phenyl propanoic acid. The mixture is refluxed for 30 minutes. The excess acetyl chloride is evaporated. 11.18 g of (RS)-2-acetyloxy-3-phenyl propanoic acid are obtained.